This data is from the Open Reaction Database (ORD), a public repository of structured organic reaction records. The task is: describe an organic reaction: reactants, conditions, products, and yield The reactants are CC(C)(C)[Si](C)(C)Oc1ccc(O)cc1, O=C1c2cc(CO)nn2CCN1c1ccc(F)cn1, Cc1ccc(OCc2cc3n(n2)CCN(c2ccc(F)cc2)C3=O)cc1. Yields the product CC(C)(C)[Si](C)(C)Oc1ccc(OCc2cc3n(n2)CCN(c2ccc(F)cn2)C3=O)cc1. Reaction SMILES: [C:1]([CH3:2])([CH3:3])([CH3:4])[Si:5]([O:6][c:7]1[cH:8][cH:9][c:10]([OH:13])[cH:11][cH:12]1)([CH3:14])[CH3:15].[F:16][c:17]1[cH:18][cH:19][c:20]([N:23]2[C:24](=[O:34])[c:25]3[n:26]([n:29][c:30]([CH2:32][OH:33])[cH:31]3)[CH2:27][CH2:28]2)[n:21][cH:22]1.[F:35][c:36]1[cH:37][cH:38][c:39]([N:40]2[CH2:41][CH2:42][n:43]3[n:44][c:45]([CH2:46][O:47][c:48]4[cH:49][cH:50][c:51]([CH3:52])[cH:53][cH:54]4)[cH:55][c:56]3[C:57]2=[O:58])[cH:59][cH:60]1>>[C:1]([CH3:2])([CH3:3])([CH3:4])[Si:5]([O:6][c:7]1[cH:8][cH:9][c:10]([O:13][CH2:32][c:30]2[n:29][n:26]3[c:25]([cH:31]2)[C:24](=[O:34])[N:23]([c:20]2[cH:19][cH:18][c:17]([F:16])[cH:22][n:21]2)[CH2:28][CH2:27]3)[cH:11][cH:12]1)([CH3:14])[CH3:15]. The reactants are C1CCOC1, CCOCC, CS(=O)(=O)c1ccc(C(COC(=O)OCC(CO[N+](=O)[O-])O[N+](=O)[O-])=C(C(=O)O)c2ccccc2)cc1, CC=[N+]=[N-]. Yields the product CCOC(=O)C(=C(COC(=O)OCC(CO[N+](=O)[O-])O[N+](=O)[O-])c1ccc(S(C)(=O)=O)cc1)c1ccccc1. Reaction SMILES: [CH2:42]1[O:43][CH2:44][CH2:45][CH2:46]1.[CH2:47]([O:48][CH2:49][CH3:50])[CH3:51].[N+:1](=[O:2])([O-:3])[O:4][CH:5]([CH2:6][O:7][C:8](=[O:9])[O:10][CH2:11][C:12](=[C:13]([C:14](=[O:15])[OH:16])[c:17]1[cH:18][cH:19][cH:20][cH:21][cH:22]1)[c:23]1[cH:24][cH:25][c:26]([S:29](=[O:30])(=[O:31])[CH3:32])[cH:27][cH:28]1)[CH2:33][O:34][N+:35](=[O:36])[O-:37].[N+:38](=[N-:39])=[CH:40][CH3:41]>>[N+:1](=[O:2])([O-:3])[O:4][CH:5]([CH2:6][O:7][C:8](=[O:9])[O:10][CH2:11][C:12](=[C:13]([C:14](=[O:15])[O:16][CH2:40][CH3:41])[c:17]1[cH:18][cH:19][cH:20][cH:21][cH:22]1)[c:23]1[cH:24][cH:25][c:26]([S:29](=[O:30])(=[O:31])[CH3:32])[cH:27][cH:28]1)[CH2:33][O:34][N+:35](=[O:36])[O-:37].